This data is from the Open Reaction Database (ORD), a public repository of structured organic reaction records. The task is: describe an organic reaction: reactants, conditions, products, and yield Yield: 53.5%. Procedure: To a stirred solution of 5-amino-1-(2-fluoro-4-hydroxyphenyl)-3-methyl-1H-pyrazole-4-carbonitrile (114 mg, 0.49 mmol) in MeCN (2.5 mL) was added diiodomethane (0.293 mL, 3.63 mmol) followed by isoamyl nitrite (0.029 mL, 0.216 mmol). The reaction vessel was heated using a heating gun to initiate the reaction. After the rest of isoamyl nitrite (0.261 mL, 1.94 mmol) was added and the reaction was stirred for 1 hour at 50° C. The reaction was diluted with DCM and concentrated into silica and purifie... Reactants: NC1=C(C(=NN1C1=C(C=C(C=C1)O)F)C)C#N (5-amino-1-(2-fluoro-4-hydroxyphenyl)-3-methyl-1H-pyrazole-4-carbonitrile), ICI (diiodomethane), N(=O)OCCC(C)C (isoamyl nitrite), N(=O)OCCC(C)C (isoamyl nitrite). Yields the product FC1=C(C=CC(=C1)O)N1N=C(C(=C1I)C#N)C (1-(2-fluoro-4-hydroxyphenyl)-5-iodo-3-methyl-1H-pyrazole-4-carbonitrile). Solvent: CC#N (MeCN), C(Cl)Cl (DCM). RXN SMILES: N[C:2]1[N:6]([C:7]2[CH:12]=[CH:11][C:10]([OH:13])=[CH:9][C:8]=2[F:14])[N:5]=[C:4]([CH3:15])[C:3]=1[C:16]#[N:17].[I:18]CI.N(OCCC(C)C)=O>CC#N.C(Cl)Cl>[F:14][C:8]1[CH:9]=[C:10]([OH:13])[CH:11]=[CH:12][C:7]=1[N:6]1[C:2]([I:18])=[C:3]([C:16]#[N:17])[C:4]([CH3:15])=[N:5]1. Conditions: temperature 50 celsius, time 1 hour. The reactants are C(C)C=1C(=CC2=C(OCO2)C1)C(CC)O (1-(6-ethyl-1,3-benzodioxol-5-yl)-1-propanol), SCC(=O)OCC (ethyl mercaptoacetate), O (water). The reagents and catalysts are C1(=CC=C(C=C1)S(=O)(=O)O)C (p-toluenesulfonic acid). Solvent: C1=CC=CC=C1 (benzene). The product is C(C)OC(CSC(CC)C1=CC2=C(OCO2)C=C1CC)=O (Ethyl-[{1-(6-ethyl-1,3-benzodioxol-5-yl)-1-propyl}thio]-acetate). Isolated yield 68.8%. Reaction SMILES: [CH2:1]([C:3]1[C:4]([CH:12](O)[CH2:13][CH3:14])=[CH:5][C:6]2[O:10][CH2:9][O:8][C:7]=2[CH:11]=1)[CH3:2].[SH:16][CH2:17][C:18]([O:20][CH2:21][CH3:22])=[O:19].O>C1C=CC=CC=1.C1(C)C=CC(S(O)(=O)=O)=CC=1>[CH2:21]([O:20][C:18](=[O:19])[CH2:17][S:16][CH:12]([C:4]1[C:3]([CH2:1][CH3:2])=[CH:11][C:7]2[O:8][CH2:9][O:10][C:6]=2[CH:5]=1)[CH2:13][CH3:14])[CH3:22]. Procedure: 3.9 g of 1-(6-ethyl-1,3-benzodioxol-5-yl)-1-propanol, 0.1 g of p-toluenesulfonic acid and 3.35 g of ethyl mercaptoacetate were dissolved in 80 ml of benzene. The solution was heated under reflux for 12 h while water was removed. Water was added thereto. After extraction with benzene followed by drying over magnesium sulfate and concentration under reduced pressure, the product was purified according to silica gel column chromatography (ethyl acetate/hexane =1:9) to obtain 4.0 g of the intended c... Starting materials: FC1=CC=C(NC2=C(C(=O)OC)C=CC(=C2)I)C=C1 (methyl 2-(4-fluoroanilino)-4-iodobenzoate), C(C1=CC=CC=C1)N (benzylamine), C1(=CC=CC=C1)P(C1=C(C2=CC=CC=C2C=C1)C1=C(C=CC2=CC=CC=C12)P(C1=CC=CC=C1)C1=CC=CC=C1)C1=CC=CC=C1 (rac-2,2′-bis(diphenylphosphino)-1,1′-binaphthyl), CC(C)([O-])C.[Na+] (sodium tert-butoxide). The reagents and catalysts are C=1C=CC(=CC1)/C=C/C(=O)/C=C/C2=CC=CC=C2.C=1C=CC(=CC1)/C=C/C(=O)/C=C/C2=CC=CC=C2.C=1C=CC(=CC1)/C=C/C(=O)/C=C/C2=CC=CC=C2.[Pd].[Pd] (tris(dibenzylideneacetone)dipalladium(0)). Solvent: C1(=CC=CC=C1)C (toluene), C(C)(=O)O (acetic acid). Reaction conditions: temperature 80 celsius, time 1 hour. Yields the product C(C1=CC=CC=C1)NC1=CC(=C(C(=O)OC)C=C1)NC1=CC=C(C=C1)F (methyl 4-(benzylamino)-2-(4-fluoroanilino)benzoate). As a reaction SMILES: [F:1][C:2]1[CH:19]=[CH:18][C:5]([NH:6][C:7]2[CH:16]=[C:15](I)[CH:14]=[CH:13][C:8]=2[C:9]([O:11][CH3:12])=[O:10])=[CH:4][CH:3]=1.[CH2:20]([NH2:27])[C:21]1[CH:26]=[CH:25][CH:24]=[CH:23][CH:22]=1.C1(P(C2C=CC=CC=2)C2C=CC3C(=CC=CC=3)C=2C2C3C(=CC=CC=3)C=CC=2P(C2C=CC=CC=2)C2C=CC=CC=2)C=CC=CC=1.CC(C)([O-])C.[Na+]>C1C=CC(/C=C/C(/C=C/C2C=CC=CC=2)=O)=CC=1.C1C=CC(/C=C/C(/C=C/C2C=CC=CC=2)=O)=CC=1.C1C=CC(/C=C/C(/C=C/C2C=CC=CC=2)=O)=CC=1.[Pd].[Pd].C(O)(=O)C.C1(C)C=CC=CC=1>[CH2:20]([NH:27][C:15]1[CH:14]=[CH:13][C:8]([C:9]([O:11][CH3:12])=[O:10])=[C:7]([NH:6][C:5]2[CH:18]=[CH:19][C:2]([F:1])=[CH:3][CH:4]=2)[CH:16]=1)[C:21]1[CH:26]=[CH:25][CH:24]=[CH:23][CH:22]=1 |f:3.4,5.6.7.8.9|. Reported procedure: To toluene 3.0 mL solution of methyl 2-(4-fluoroanilino)-4-iodobenzoate 0.30 g were added benzylamine 0.13 mL, rac-2,2′-bis(diphenylphosphino)-1,1′-binaphthyl 0.050 g, tris(dibenzylideneacetone)dipalladium(0) 0.022 g and sodium tert-butoxide 0.093 g at room temperature, and it was stirred under nitrogen atmosphere at 80° C. for 1 hour. After the reaction mixture was cooled to room temperature, acetic acid 1.0 mL was added to it, and the solvent was removed under reduced pressure. The obtained re... The reactants are C(C)(C)(C)OC(=O)N[C@H]1[C@H](CCCC1)NC1=NC(=NC2=CC=C(C=C12)OC)C=CC1=CC=C(C=C1)Cl (cis-N-tert-butoxycarbonyl-2-[2-(4-chlorostyryl)-6-methoxyquinazolin-4-yl]aminocyclohexylamine), solution, Cl (hydrogen chloride). Run in CO (methanol), C(C)(=O)OCC (ethyl acetate). Yields the product ClC1=CC=C(C=CC2=NC3=CC=C(C=C3C(=N2)N[C@@H]2[C@@H](CCCC2)N)OC)C=C1 (cis-2-[2-(4-Chlorostyryl)-6-methoxyquinazolin-4-yl]aminocyclohexylamine). The yield is 90.5%. RXN SMILES: C(OC([NH:8][C@@H:9]1[CH2:14][CH2:13][CH2:12][CH2:11][C@@H:10]1[NH:15][C:16]1[C:25]2[C:20](=[CH:21][CH:22]=[C:23]([O:26][CH3:27])[CH:24]=2)[N:19]=[C:18]([CH:28]=[CH:29][C:30]2[CH:35]=[CH:34][C:33]([Cl:36])=[CH:32][CH:31]=2)[N:17]=1)=O)(C)(C)C.Cl>CO.C(OCC)(=O)C>[Cl:36][C:33]1[CH:32]=[CH:31][C:30]([CH:29]=[CH:28][C:18]2[N:17]=[C:16]([NH:15][C@H:10]3[CH2:11][CH2:12][CH2:13][CH2:14][C@H:9]3[NH2:8])[C:25]3[C:20](=[CH:21][CH:22]=[C:23]([O:26][CH3:27])[CH:24]=3)[N:19]=2)=[CH:35][CH:34]=1. Procedure: A solution of 520 mg of cis-N-tert-butoxycarbonyl-2-[2-(4-chlorostyryl)-6-methoxyquinazolin-4-yl]aminocyclohexylamine in 10 mL of methanol was combined with 5 mL of a 4 N solution of hydrogen chloride in ethyl acetate, and reacted at 50° C. for 24 hours. After the solvent was distilled off, the residue was basified by addition of a 10% aqueous solution of sodium hydroxide, and extracted with chloroform. After concentrating, the residue was purified by column chromatography on silica gel (chlorof... Starting materials: CCCCCCCCCCCCCCCC(=O)Cl, Nc1ccn(C2CC(O)C(CO)O2)c(=O)n1, Cl, CN(C)C=O. Product: CCCCCCCCCCCCCCCC(=O)OCC1OC(n2ccc(N)nc2=O)CC1O. RXN SMILES: [C:18]([CH2:19][CH2:20][CH2:21][CH2:22][CH2:23][CH2:24][CH2:25][CH2:26][CH2:27][CH2:28][CH2:29][CH2:30][CH2:31][CH2:32][CH3:33])(=[O:34])[Cl:35].[CH:2]1([n:10]2[c:11](=[O:12])[n:13][c:14]([NH2:15])[cH:16][cH:17]2)[CH2:3][CH:4]([OH:5])[CH:6]([CH2:7][OH:8])[O:9]1.[ClH:1].[O:36]=[CH:37][N:38]([CH3:39])[CH3:40]>>[CH:2]1([n:10]2[c:11](=[O:12])[n:13][c:14]([NH2:15])[cH:16][cH:17]2)[CH2:3][CH:4]([OH:5])[CH:6]([CH2:7][O:8][C:18]([CH2:19][CH2:20][CH2:21][CH2:22][CH2:23][CH2:24][CH2:25][CH2:26][CH2:27][CH2:28][CH2:29][CH2:30][CH2:31][CH2:32][CH3:33])=[O:34])[O:9]1. Reactants: 1-nitro-3,5-bis-ethoxyoxamoylbenzene, CO (methanol), C(C)(=O)C=1C(OC(=C(C1O)C(C)=O)O)=O (3,5-diacetyl-4,6-dihydroxy-2H-pyran-2-one). The reagents and catalysts are [Pd] (palladium-on-carbon). Run in O1CCCC1 (tetrahydrofuran). Conditions: time 16 hour. Product: OC=1CC(OC(C1)=O)=O (4-hydroxy-2H-pyran-2,6(3H)-dione). Reaction SMILES: CO.C([C:6]1[C:7](=[O:17])[O:8][C:9]([OH:16])=[C:10](C(=O)C)[C:11]=1[OH:12])(=O)C>[Pd].O1CCCC1>[OH:12][C:11]1[CH2:10][C:9](=[O:16])[O:8][C:7](=[O:17])[CH:6]=1. Procedure details: A mixture of 3.5 g. (0.01 mol) of 1-nitro-3,5-bis-ethoxyoxamoylbenzene (prepared from 3,5-diaminonitrobenzene by reaction with ethoxyoxalyl chloride in pyridine) in 100 ml. of methanol was hydrogenated over 200 mg. of 10% palladium-on-carbon at 50 psi. Reduction was complete in 16 hours. To the mixture was added tetrahydrofuran (about 100 ml.) to dissolve the precipitate, the catalyst was filtered and to the filtrate containing 3,5-bis-ethoxyoxamoylaniline was added 2.12 g. (0.01 mol) of 3,5-dia... Starting materials: NC1=C(C(=O)O)C=C(C=C1)C (2-amino-5-methylbenzoic acid), 10, FC1=CC=C(C=C1)S(=O)(=O)Cl (4-fluoro-benzenesulfonyl chloride), C([O-])([O-])=O.[Na+].[Na+] (sodium carbonate). The solvent is O (water). The product is FC1=CC=C(C=C1)S(=O)(=O)NC1=C(C(=O)O)C=C(C=C1)C ({[(4-fluorophenyl)sulfonyl]amino}-5-methylbenzoicacid). Yield: 86.2%. As a reaction SMILES: [NH2:1][C:2]1[CH:10]=[CH:9][C:8]([CH3:11])=[CH:7][C:3]=1[C:4]([OH:6])=[O:5].[F:12][C:13]1[CH:18]=[CH:17][C:16]([S:19](Cl)(=[O:21])=[O:20])=[CH:15][CH:14]=1.C(=O)([O-])[O-].[Na+].[Na+]>O>[F:12][C:13]1[CH:18]=[CH:17][C:16]([S:19]([NH:1][C:2]2[CH:10]=[CH:9][C:8]([CH3:11])=[CH:7][C:3]=2[C:4]([OH:6])=[O:5])(=[O:21])=[O:20])=[CH:15][CH:14]=1 |f:2.3.4|. Procedure details: The title compound was synthesized by reacting 2-amino-5-methylbenzoic acid (0.25 g, 1.65 mmol), 4-fluoro-benzenesulfonyl chloride (0.39 g, 1.98 mmol) and sodium carbonate (0.36 g, 3.39 mmol) in 3 mL of water, following the reaction procedure of 10. The white solid obtained after acidification of reaction mixture was filtered, washed with water and dried to give 12 (0.44 g, 85.42%). Crystallization with EtOH gave (0.3 g) white amorphous solid, mp: 159-160° C.; IR (CHCl3) 3177, 1662, 1342, 1148, ... Starting materials: CC1OC2=C(C1)C(=CC=C2NN)C (2,3-dihydro-2,4-dimethyl-7-hydrazinobenzofuran), C(C)(C)N(C(C)C)CC (N,N-diisopropylethylamine), ice water, ClC(=O)OC (methyl chloroformate). Run in C1CCOC1 (THF). Reaction conditions: temperature -5 celsius, time 2 hour. The product is COC(=O)NNC1=CC=C(C=2CC(OC21)C)C (2-(2,3-Dihydro-2,4-dimethylbenzofuran-7-yl)hydrazinecarboxylic Acid Methyl Ester). Reaction SMILES: [CH3:1][CH:2]1[CH2:6][C:5]2[C:7]([CH3:13])=[CH:8][CH:9]=[C:10]([NH:11][NH2:12])[C:4]=2[O:3]1.C(N(CC)C(C)C)(C)C.Cl[C:24]([O:26][CH3:27])=[O:25]>C1COCC1>[CH3:27][O:26][C:24]([NH:12][NH:11][C:10]1[C:4]2[O:3][CH:2]([CH3:1])[CH2:6][C:5]=2[C:7]([CH3:13])=[CH:8][CH:9]=1)=[O:25]. Reported procedure: 15.6 g of 1E was mixed with 150 ml of THF and 11.3 g of N,N-diisopropylethylamine. The mixture was cooled to -5° C. and 9.1 g of methyl chloroformate was added drop-by-drop to the stirred mixture, which then was stirred at 0° C. for two hours. The mixture then was poured over ice water and extracted with ether. The extract was dried (MgSO4), filtered and the solvent was evaporated. The residue was column chromatographed on silica gel, using a 1:4:20 v:v:v mixture of tetrahydrofuran, ethyl acetat...